Dataset: the Open Reaction Database (ORD), a public repository of structured organic reaction records. Task: describe an organic reaction: reactants, conditions, products, and yield The reactants are CO, CCCSc1c(C(=O)NC2CCCCC2)cnn1-c1cccc(C(=O)OC)c1, [Na+], [OH-]. The product is CCCSc1c(C(=O)NC2CCCCC2)cnn1-c1cccc(C(=O)O)c1. As a reaction SMILES: [CH3:31][OH:32].[CH:1]1([NH:7][C:8](=[O:9])[c:10]2[cH:11][n:12][n:13](-[c:19]3[cH:20][c:21]([C:22](=[O:23])[O:24][CH3:25])[cH:26][cH:27][cH:28]3)[c:14]2[S:15][CH2:16][CH2:17][CH3:18])[CH2:2][CH2:3][CH2:4][CH2:5][CH2:6]1.[Na+:30].[OH-:29]>>[CH:1]1([NH:7][C:8](=[O:9])[c:10]2[cH:11][n:12][n:13](-[c:19]3[cH:20][c:21]([C:22](=[O:23])[OH:24])[cH:26][cH:27][cH:28]3)[c:14]2[S:15][CH2:16][CH2:17][CH3:18])[CH2:2][CH2:3][CH2:4][CH2:5][CH2:6]1. The reactants are ClC1=C(C=CC=C1)C(C)OC(NC=1C(=NOC1C1=CC=C(C=C1)B1OC(C(O1)(C)C)(C)C)C)=O ({3-methyl-5-[4-(4,4,5,5-tetramethyl-[1,3,2]dioxaborolan-2-yl)-phenyl]-isoxazol-4-yl}-carbamic acid 1-(2-chloro-phenyl)-ethyl ester), C(C)OC(C(C)(C)C1=CC=C(C=C1)Br)=O (2-(4-bromo-phenyl)-2-methyl-propionic acid ethyl ester). Reagents/catalysts: Cl[Pd]([P](C1=CC=CC=C1)(C2=CC=CC=C2)C3=CC=CC=C3)([P](C4=CC=CC=C4)(C5=CC=CC=C5)C6=CC=CC=C6)Cl (bis(triphenylphosphine)palladium(II) dichloride). Product: C(C)OC(C(C)(C)C1=CC=C(C=C1)C1=CC=C(C=C1)C1=C(C(=NO1)C)NC(=O)OC(C)C1=C(C=CC=C1)Cl)=O (2-(4′-{-4-[1-(2-chloro-phenyl)-ethoxycarbonylamino]-3-methyl-isoxazol-5-yl}-biphenyl-4-yl)-2-methyl-propionic acid ethyl ester). RXN SMILES: [Cl:1][C:2]1[CH:7]=[CH:6][CH:5]=[CH:4][C:3]=1[CH:8]([O:10][C:11](=[O:34])[NH:12][C:13]1[C:14]([CH3:33])=[N:15][O:16][C:17]=1[C:18]1[CH:23]=[CH:22][C:21](B2OC(C)(C)C(C)(C)O2)=[CH:20][CH:19]=1)[CH3:9].[CH2:35]([O:37][C:38](=[O:49])[C:39]([C:42]1[CH:47]=[CH:46][C:45](Br)=[CH:44][CH:43]=1)([CH3:41])[CH3:40])[CH3:36]>Cl[Pd](Cl)([P](C1C=CC=CC=1)(C1C=CC=CC=1)C1C=CC=CC=1)[P](C1C=CC=CC=1)(C1C=CC=CC=1)C1C=CC=CC=1>[CH2:35]([O:37][C:38](=[O:49])[C:39]([C:42]1[CH:47]=[CH:46][C:45]([C:21]2[CH:22]=[CH:23][C:18]([C:17]3[O:16][N:15]=[C:14]([CH3:33])[C:13]=3[NH:12][C:11]([O:10][CH:8]([C:3]3[CH:4]=[CH:5][CH:6]=[CH:7][C:2]=3[Cl:1])[CH3:9])=[O:34])=[CH:19][CH:20]=2)=[CH:44][CH:43]=1)([CH3:41])[CH3:40])[CH3:36] |^1:52,71|. Procedure: Following the procedure described in Example 17, Step 2, {3-methyl-5-[4-(4,4,5,5-tetramethyl-[1,3,2]dioxaborolan-2-yl)-phenyl]-isoxazol-4-yl}-carbamic acid 1-(2-chloro-phenyl)-ethyl ester, 2-(4-bromo-phenyl)-2-methyl-propionic acid ethyl ester, and bis(triphenylphosphine)palladium(II) dichloride were reacted to provide 2-(4′-{-4-[1-(2-chloro-phenyl)-ethoxycarbonylamino]-3-methyl-isoxazol-5-yl}-biphenyl-4-yl)-2-methyl-propionic acid ethyl ester; further purification by preparative HPLC was requir...